From a dataset of the Open Reaction Database (ORD), a public repository of structured organic reaction records. describe an organic reaction: reactants, conditions, products, and yield Reactants: C(C)(C)(C)C1=CC=C(CNCCC2=CC(=C(C=C2)Cl)C(F)(F)F)C=C1 ((4-tert-butyl-benzyl)-[2-(4-chloro-3-trifluoromethyl-phenyl)-ethyl]-amine), ClC=1C=C2C=CNC2=C(C1F)C(=O)O (5-chloro-6-fluoro-1H-indole-7-carboxylic acid), CN(C)C(=[N+](C)C)ON1C2=C(C=CC=C2)N=N1.[B-](F)(F)(F)F (TBTU), C(C)(C)N(C(C)C)CC (N,N-diisopropylethyl amine). Solvent: CN(C)C=O (DMF), O (water), CN(C)C=O (DMF). Run at time 5 minute. Yields the product C(C)(C)(C)C1=CC=C(CN(C(=O)C=2C(=C(C=C3C=CNC23)Cl)F)CCC2=CC(=C(C=C2)Cl)C(F)(F)F)C=C1 (5-Chloro-6-fluoro-1H-indole-7-carboxylic acid (4-tert-butyl-benzyl)-[2-(4-chloro-3-trifluoromethyl-phenyl)-ethyl]-amide). The yield is 64.4%. Reaction SMILES: [Cl:1][C:2]1[CH:3]=[C:4]2[C:8](=[C:9]([C:12]([OH:14])=O)[C:10]=1[F:11])[NH:7][CH:6]=[CH:5]2.CN(C(ON1N=NC2C=CC=CC1=2)=[N+](C)C)C.[B-](F)(F)(F)F.C(N(CC)C(C)C)(C)C.[C:46]([C:50]1[CH:70]=[CH:69][C:53]([CH2:54][NH:55][CH2:56][CH2:57][C:58]2[CH:63]=[CH:62][C:61]([Cl:64])=[C:60]([C:65]([F:68])([F:67])[F:66])[CH:59]=2)=[CH:52][CH:51]=1)([CH3:49])([CH3:48])[CH3:47]>CN(C=O)C.O>[C:46]([C:50]1[CH:70]=[CH:69][C:53]([CH2:54][N:55]([CH2:56][CH2:57][C:58]2[CH:63]=[CH:62][C:61]([Cl:64])=[C:60]([C:65]([F:67])([F:68])[F:66])[CH:59]=2)[C:12]([C:9]2[C:10]([F:11])=[C:2]([Cl:1])[CH:3]=[C:4]3[C:8]=2[NH:7][CH:6]=[CH:5]3)=[O:14])=[CH:52][CH:51]=1)([CH3:49])([CH3:47])[CH3:48] |f:1.2|. Procedure: To a solution of 107 mg (0.5 mmol) of 5-chloro-6-fluoro-1H-indole-7-carboxylic acid and 161 mg of TBTU (0.5 mmol) in 6 ml DMF, were added 0.43 ml (2.51 mmol) of N,N-diisopropylethyl amine. After stirring for 5 min at rt, 200 mg (0.54 mmol) of (4-tert-butyl-benzyl)-[2-(4-chloro-3-trifluoromethyl-phenyl)-ethyl]-amine in 2 ml DMF were added. After stirring for 22 h at rt, the reaction mixture was diluted with 80 ml water and extracted with EtOAc (2×). The combined organic phases were washed with wa... The reactants are N(=O)OC(C)(C)C (tert-Butyl nitrite), CC1=C(C=CC(=C1)Br)NC(=O)C (4-bromo-2-methylacetanilide). Solvent: C1(=CC=CC=C1)C (toluene). Reaction conditions: temperature 65 celsius, time 45 minute. Yields the product BrC=1C=C2C=NNC2=CC1 (5-bromoindazole). Isolated yield 38.8%. As a reaction SMILES: [N:1](OC(C)(C)C)=O.[CH3:8][C:9]1[CH:14]=[C:13]([Br:15])[CH:12]=[CH:11][C:10]=1[NH:16]C(C)=O>C1(C)C=CC=CC=1>[Br:15][C:13]1[CH:14]=[C:9]2[C:10](=[CH:11][CH:12]=1)[NH:16][N:1]=[CH:8]2. Procedure: tert-Butyl nitrite (8.34 g, 0.081 mol) was added dropwise, over 30 minutes, to a suspension of 4-bromo-2-methylacetanilide (12.3 g) in toluene (300 ml) at 65° C. and the mixture was stirred at 65° C. for 45 minutes and then at 90° C. for 3 hours. The mixture was cooled to room temperature and the solvent was removed in vacuo. The residue was purified by flash column chromatography on silica gel eluting with 2:1 diethyl ether:hexane to give 5-bromoindazole (4.12 g), as a sand-coloured solid.